From a dataset of the Open Reaction Database (ORD), a public repository of structured organic reaction records. describe an organic reaction: reactants, conditions, products, and yield The reactants are C(C)(C)C=1C=C(C=O)C=C(C1OC)C(C)C (3,5-Diisopropyl-4-methoxybenzaldehyde), C(=O)(O)CCC=1C=C2CC(NC2=CC1)=O (5-(2-carboxyethyl)-2-oxindole). The product is C(C)(C)C=1C=C(C=C2C(NC3=CC=C(C=C23)CCC(=O)O)=O)C=C(C1OC)C(C)C (3-[3-(3,5-diisopropyl-4-methoxybenzylidene)-2-oxo-2,3-dihydro-1H-indol-5-yl]-propionic acid). As a reaction SMILES: [CH:1]([C:4]1[CH:5]=[C:6]([CH:9]=[C:10]([CH:14]([CH3:16])[CH3:15])[C:11]=1[O:12][CH3:13])[CH:7]=O)([CH3:3])[CH3:2].[C:17]([CH2:20][CH2:21][C:22]1[CH:23]=[C:24]2[C:28](=[CH:29][CH:30]=1)[NH:27][C:26](=[O:31])[CH2:25]2)([OH:19])=[O:18]>>[CH:1]([C:4]1[CH:5]=[C:6]([CH:9]=[C:10]([CH:14]([CH3:16])[CH3:15])[C:11]=1[O:12][CH3:13])[CH:7]=[C:25]1[C:24]2[C:28](=[CH:29][CH:30]=[C:22]([CH2:21][CH2:20][C:17]([OH:19])=[O:18])[CH:23]=2)[NH:27][C:26]1=[O:31])([CH3:3])[CH3:2]. Procedure details: 3,5-Diisopropyl-4-methoxybenzaldehyde was condensed with 5-(2-carboxyethyl)-2-oxindole to give 0.35 g of 3-[3-(3,5-diisopropyl-4-methoxybenzylidene)-2-oxo-2,3-dihydro-1H-indol-5-yl]-propionic acid as a yellow-orange solid. Reactants: C(#N)C1=C(C=CC=C1)C1=CC=C(C=C1)CC=1C(N(C=2N(C1CCC)N=CC2)[C@@H]2CC[C@H](CC2)OCC(=O)OC(C)(C)C)=O (tert-butyl [(trans-4-{6-[(2′-cyanobiphenyl-4-yl)methyl]-5-oxo-7-propylpyrazolo[1,5-a]pyrimidin-4(5H)-yl}cyclohexyl)oxy]acetate), C[Mg]Br (methylmagnesium bromide), [Cl-].[NH4+] (ammonium chloride). The solvent is C(C)(=O)OCC (ethyl acetate), O1CCCC1 (tetrahydrofuran). Run at time 2 hour. Yields the product OC(CO[C@@H]1CC[C@H](CC1)N1C=2N(C(=C(C1=O)CC1=CC=C(C=C1)C=1C(=CC=CC1)C#N)CCC)N=CC2)(C)C (4′-({4-[trans-4-(2-hydroxy-2-methylpropoxy)cyclohexyl]-5-oxo-7-propyl-4,5-dihydropyrazolo[1,5-a]pyrimidin-6-yl}methyl)biphenyl-2-carbonitrile). Yield: 182.1%. Reaction SMILES: [C:1]([C:3]1[CH:8]=[CH:7][CH:6]=[CH:5][C:4]=1[C:9]1[CH:14]=[CH:13][C:12]([CH2:15][C:16]2[C:17](=[O:43])[N:18]([C@H:28]3[CH2:33][CH2:32][C@H:31]([O:34][CH2:35]C(OC(C)(C)C)=O)[CH2:30][CH2:29]3)[C:19]3[N:20]([N:25]=[CH:26][CH:27]=3)[C:21]=2[CH2:22][CH2:23][CH3:24])=[CH:11][CH:10]=1)#[N:2].C[Mg]Br.[Cl-].[NH4+]>O1CCCC1.C(OCC)(=O)C>[OH:34][C:31]([CH3:32])([CH3:30])[CH2:35][O:34][C@H:31]1[CH2:32][CH2:33][C@H:28]([N:18]2[C:17](=[O:43])[C:16]([CH2:15][C:12]3[CH:13]=[CH:14][C:9]([C:4]4[C:3]([C:1]#[N:2])=[CH:8][CH:7]=[CH:6][CH:5]=4)=[CH:10][CH:11]=3)=[C:21]([CH2:22][CH2:23][CH3:24])[N:20]3[N:25]=[CH:26][CH:27]=[C:19]23)[CH2:29][CH2:30]1 |f:2.3|. Reported procedure: To a solution of tert-butyl [(trans-4-{6-[(2′-cyanobiphenyl-4-yl)methyl]-5-oxo-7-propylpyrazolo[1,5-a]pyrimidin-4(5H)-yl}cyclohexyl)oxy]acetate (38.0 g) in tetrahydrofuran (200 mL) was added dropwise methylmagnesium bromide (1 M tetrahydrofuran solution, 200 mL) at 0° C., and the mixture was stirred for 2 hr. The mixture was diluted with ethyl acetate, and then saturated aqueous ammonium chloride solution was added. The mixture was extracted with ethyl acetate, washed with brine, dried over anhy... The reactants are C1CCOC1, C=Cc1ccc(OCc2ccccc2)c(C(CCN(C(C)C)C(C)C)c2ccccc2)c1, B1C2CCCC1CCC2, [Na+], [OH-], O, OO. The product is CC(C)N(CCC(c1ccccc1)c1cc(CCO)ccc1OCc1ccccc1)C(C)C. Reaction SMILES: [CH2:46]1[O:47][CH2:48][CH2:49][CH2:50]1.[CH:1]([CH3:2])([CH3:3])[N:4]([CH2:5][CH2:6][CH:7]([c:8]1[cH:9][cH:10][cH:11][cH:12][cH:13]1)[c:14]1[c:15]([O:22][CH2:23][c:24]2[cH:25][cH:26][cH:27][cH:28][cH:29]2)[cH:16][cH:17][c:18]([CH:20]=[CH2:21])[cH:19]1)[CH:30]([CH3:31])[CH3:32].[CH:33]12[CH2:34][CH2:35][CH2:36][CH:37]([BH:38]1)[CH2:39][CH2:40][CH2:41]2.[Na+:43].[OH-:42].[OH2:51].[OH:44][OH:45]>>[CH:1]([CH3:2])([CH3:3])[N:4]([CH2:5][CH2:6][CH:7]([c:8]1[cH:9][cH:10][cH:11][cH:12][cH:13]1)[c:14]1[c:15]([O:22][CH2:23][c:24]2[cH:25][cH:26][cH:27][cH:28][cH:29]2)[cH:16][cH:17][c:18]([CH2:20][CH2:21][OH:42])[cH:19]1)[CH:30]([CH3:31])[CH3:32]. The reactants are Cc1ccccc1, Nc1ccc2c(c1)C(=O)Nc1ccccc1S2, O, S=P12SP3(=S)SP(=S)(S1)SP(=S)(S2)S3. The product is Nc1ccc2c(c1)C(=S)Nc1ccccc1S2. As a reaction SMILES: [CH3:33][c:34]1[cH:35][cH:36][cH:37][cH:38][cH:39]1.[NH2:1][c:2]1[cH:3][cH:4][c:5]2[c:6]([cH:17]1)[C:7](=[O:16])[NH:8][c:9]1[c:10]([cH:12][cH:13][cH:14][cH:15]1)[S:11]2.[OH2:32].[P:18]12(=[S:19])[S:20][P:21]3(=[S:31])[S:22][P:23](=[S:29])([S:24][P:25](=[S:28])([S:26]3)[S:27]1)[S:30]2>>[NH2:1][c:2]1[cH:3][cH:4][c:5]2[c:6]([cH:17]1)[C:7](=[S:19])[NH:8][c:9]1[c:10]([cH:12][cH:13][cH:14][cH:15]1)[S:11]2. Reactants: CN1[C@H](CCC1)C1=NN=C2N1C=C(C=C2)O[C@@H]2CC[C@@H](C1=CC=CC=C21)N ((1S,4R)-4-[3-((R)-1-Methyl-pyrrolidin-2-yl)-[1,2,4]triazolo[4,3-a]pyridin-6-yloxy]-1,2,3,4-tetrahydro-naphthalen-1-ylamine), CCN(C(C)C)C(C)C (DIPEA), ClC(COC(NC=1N(N=C(C1)C(C)(C)C)C1=CC=C(C=C1)C)=O)(Cl)Cl ((5-tert-butyl-2-p-tolyl-2H-pyrazol-3-yl)-carbamic acid 2,2,2-trichloro-ethyl ester). Run in O1CCOCC1 (1,4-dioxane). Yields the product C(C)(C)(C)C=1C=C(N(N1)C1=CC=C(C=C1)C)NC(=O)N[C@H]1CC[C@H](C2=CC=CC=C12)OC=1C=CC=2N(C1)C(=NN2)[C@@H]2N(CCC2)C (1-(5-tert-Butyl-2-p-tolyl-2H-pyrazol-3-yl)-3-{(1S,4R)-4-[3-((R)-1-methyl-pyrrolidin-2-yl)-[1,2,4]triazolo[4,3-a]pyridin-6-yloxy]-1,2,3,4-tetrahydro-naphthalen-1-yl}-urea). As a reaction SMILES: [CH3:1][N:2]1[CH2:6][CH2:5][CH2:4][C@@H:3]1[C:7]1[N:11]2[CH:12]=[C:13]([O:16][C@H:17]3[C:26]4[C:21](=[CH:22][CH:23]=[CH:24][CH:25]=4)[C@@H:20]([NH2:27])[CH2:19][CH2:18]3)[CH:14]=[CH:15][C:10]2=[N:9][N:8]=1.ClC(Cl)(Cl)C[O:31][C:32](=O)[NH:33][C:34]1[N:35]([C:43]2[CH:48]=[CH:47][C:46]([CH3:49])=[CH:45][CH:44]=2)[N:36]=[C:37]([C:39]([CH3:42])([CH3:41])[CH3:40])[CH:38]=1.CCN(C(C)C)C(C)C>O1CCOCC1>[C:39]([C:37]1[CH:38]=[C:34]([NH:33][C:32]([NH:27][C@@H:20]2[C:21]3[C:26](=[CH:25][CH:24]=[CH:23][CH:22]=3)[C@H:17]([O:16][C:13]3[CH:14]=[CH:15][C:10]4[N:11]([C:7]([C@H:3]5[CH2:4][CH2:5][CH2:6][N:2]5[CH3:1])=[N:8][N:9]=4)[CH:12]=3)[CH2:18][CH2:19]2)=[O:31])[N:35]([C:43]2[CH:48]=[CH:47][C:46]([CH3:49])=[CH:45][CH:44]=2)[N:36]=1)([CH3:42])([CH3:40])[CH3:41]. Procedure: A solution of Intermediate 60b (123 mg, 0.339 mmol) and (5-tert-butyl-2-p-tolyl-2H-pyrazol-3-yl)-carbamic acid 2,2,2-trichloro-ethyl ester (Synthetic Communications, 2009, 39, 3999-4009, which is incorporated herein by reference in its entirety; 140 mg, 0.346 mmol) in 1,4-dioxane (4 mL) and DIPEA (91 μL, 0.52 mmol) was stirred at 93° C. for 3.25 h. The cooled mixture was concentrated in vacuo. The residue was purified by FCC, using 0-20% MeOH in DCM, to give the impure product. Further purificat... The reactants are O=C([O-])[O-], CCO, Cl, N#Cc1cc2cc(F)c(F)cc2o1, [K+], [K+], NO. The product is NC(=NO)c1cc2cc(F)c(F)cc2o1. Reaction SMILES: [C:17](=[O:18])([O-:19])[O-:20].[CH3:23][CH2:24][OH:25].[ClH:14].[F:1][c:2]1[c:3]([F:13])[cH:4][c:5]2[c:6]([cH:7][c:8]([C:10]#[N:11])[o:9]2)[cH:12]1.[K+:21].[K+:22].[NH2:15][OH:16]>>[F:1][c:2]1[c:3]([F:13])[cH:4][c:5]2[c:6]([cH:7][c:8]([C:10]([NH2:11])=[N:15][OH:16])[o:9]2)[cH:12]1.